Dataset: the Open Reaction Database (ORD), a public repository of structured organic reaction records. Task: describe an organic reaction: reactants, conditions, products, and yield Reactants: BrC1=CC(=NC=C1)C(=O)O (4-bromo-pyridine-2-carboxylic acid), C(C)(C)C1=CC=C(N)C=C1 (4-isopropylaniline). Product: BrC1=CC(=NC=C1)C(=O)NC1=CC=C(C=C1)C(C)C (4-bromo-N-(4-isopropylphenyl)picolinamide). Reaction SMILES: [Br:1][C:2]1[CH:7]=[CH:6][N:5]=[C:4]([C:8]([OH:10])=O)[CH:3]=1.[CH:11]([C:14]1[CH:20]=[CH:19][C:17]([NH2:18])=[CH:16][CH:15]=1)([CH3:13])[CH3:12]>>[Br:1][C:2]1[CH:7]=[CH:6][N:5]=[C:4]([C:8]([NH:18][C:17]2[CH:19]=[CH:20][C:14]([CH:11]([CH3:13])[CH3:12])=[CH:15][CH:16]=2)=[O:10])[CH:3]=1. Procedure: In a manner similar to that describe in Preparation 34, 4-bromo-pyridine-2-carboxylic acid and 4-isopropylaniline were converted to the title compound. Reaction SMILES: [H-].[Al+3].[Li+].[H-].[H-].[H-].[F:7][C:8]1[CH:26]=[CH:25][C:11]([O:12][CH2:13][CH2:14][CH2:15][N:16]2[CH2:21][CH2:20][CH:19]([C:22]([NH2:24])=O)[CH2:18][CH2:17]2)=[CH:10][CH:9]=1>O>[NH2:24][CH2:22][CH:19]1[CH2:18][CH2:17][N:16]([CH2:15][CH2:14][CH2:13][O:12][C:11]2[CH:10]=[CH:9][C:8]([F:7])=[CH:26][CH:25]=2)[CH2:21][CH2:20]1 |f:0.1.2.3.4.5|. Yield: 53.0%. Run in O (water). Yields the product NCC1CCN(CC1)CCCOC1=CC=C(C=C1)F (4-Aminomethyl-1-[3-(p-Fluorophenoxy)propyl]piperidine). The reactants are [H-].[Al+3].[Li+].[H-].[H-].[H-] (lithium aluminum hydride), FC1=CC=C(OCCCN2CCC(CC2)C(=O)N)C=C1 ({1-[3-(p-Fluorophenoxy)propyl]-4-piperidyl}carboxamide). Procedure details: 3.8 grams of lithium aluminum hydride are added through a solids funnel to a suspension of 26 grams of the compound obtained in stage B. The mixture is refluxed for 2 hours. The reaction medium is decomposed using 2.6 cm3 of water and then 2.1 cm3 of sodium hydroxide and finally 9.6 cm3 of water, filtered and the filtrate is then evaporated. 13.1 grams of an oil are obtained which corresponds to the expected compound and which may be used without further purification. Reactants: OC(CN1CCN(CCN(CCN(CC1)CC(=O)O)CC(=O)O)CC(=O)O)COC1=CC=C(C=C1)C(=O)O (10-(2-hydroxy-3-(4-carboxyphenoxy)-propyl)- 1,4,7-tris(carboxymethyl)- 1,4,7,1 0-tetraazacyclododecane), polysaccharide, C1(CCCCC1)N=C=NC1CCCCC1 (Dicyclohexylcarbodiimide), N,N-dimethylaminopyridine, dextran. Run in N1=CC=CC=C1.C(=O)N (pyridine formamide), C(=O)N.N1=CC=CC=C1 (formamide pyridine). Product: dextran, C(=O)(NC1CCCCC1)NC1CCCCC1 (dicyclohexylurea). Yield: 3.5%. As a reaction SMILES: [OH:1]C(COC1C=CC(C(O)=O)=CC=1)CN1CCN(CC(O)=O)CCN(CC(O)=O)CCN(CC(O)=O)CC1.[CH:39]1([N:45]=[C:46]=[N:47][CH:48]2[CH2:53][CH2:52][CH2:51][CH2:50][CH2:49]2)[CH2:44][CH2:43][CH2:42][CH2:41][CH2:40]1>N1C=CC=CC=1.C(N)=O>[C:46]([NH:45][CH:39]1[CH2:40][CH2:41][CH2:42][CH2:43][CH2:44]1)([NH:47][CH:48]1[CH2:53][CH2:52][CH2:51][CH2:50][CH2:49]1)=[O:1] |f:2.3|. Procedure: A solution of the gadolinium complex of 10-(2-hydroxy-3-(4-carboxyphenoxy)-propyl)- 1,4,7-tris(carboxymethyl)- 1,4,7,1 0-tetraazacyclododecane (500 mg, 0.72 mmol) in pyridine/formamide (1:1, 10 mL) was cooled to 0° C. with stirring. Dicyclohexylcarbodiimide (DCC, 149 mg, 0.72 mmol) and N,N-dimethylaminopyridine (DMAP, 20 mg, 0.16 mmol) were added. The resulting solution was stirred for 30 min at 0° C. A solution of dextran (MW 40,000; 1.0 g, 0.025 mmol) in formamide/pyridine (1:1, 30 mL) was pre... The reactants are CCCC[Sn](CCCC)(CCCC)c1ccnn1OCc1ccccc1, COC(=O)c1cc(I)c(C(F)(F)F)cc1N, C1COCCO1. The product is COC(=O)c1cc(-c2ccnn2OCc2ccccc2)c(C(F)(F)F)cc1N. Reaction SMILES: [CH2:17]([c:18]1[cH:19][cH:20][cH:21][cH:22][cH:23]1)[O:24][n:25]1[n:26][cH:27][cH:28][c:29]1[Sn:30]([CH2:31][CH2:32][CH2:33][CH3:34])([CH2:35][CH2:36][CH2:37][CH3:38])[CH2:39][CH2:40][CH2:41][CH3:42].[CH3:1][O:2][C:3]([c:4]1[c:5]([NH2:15])[cH:6][c:7]([C:11]([F:12])([F:13])[F:14])[c:8]([I:10])[cH:9]1)=[O:16].[O:43]1[CH2:44][CH2:45][O:46][CH2:47][CH2:48]1>>[CH3:1][O:2][C:3]([c:4]1[c:5]([NH2:15])[cH:6][c:7]([C:11]([F:12])([F:13])[F:14])[c:8](-[c:29]2[n:25]([O:24][CH2:17][c:18]3[cH:19][cH:20][cH:21][cH:22][cH:23]3)[n:26][cH:27][cH:28]2)[cH:9]1)=[O:16]. Product: C(C)N1CCN(CC1)C(=O)[C@H](CC(C)C)NC(OC(C)(C)C)=O (tert-butyl (s)-1-(4-ethylpiperazine-1-yl carbonyl)-3-methylbutylcarbamate). Procedure details: Tert-butoxycarbonyl-L-leucine monohydrate (7.47 g) and 1-ethylpiperazine (3.42 g) were condensed in the same manner as employed in the preparation of tert-butyl (s)-1-(4-diphenylmethylpiperazine-1-yl carbonyl)-3-methylbutylcarbamate to yield 6.4 g of tert-butyl (s)-1-(4-ethylpiperazine-1-yl carbonyl)-3-methylbutylcarbamate as a colorless viscous liquid (yield: 65%). Starting materials: O.C(C)(C)(C)OC(=O)N[C@@H](CC(C)C)C(=O)O (Tert-butoxycarbonyl-L-leucine monohydrate), C(C)N1CCNCC1 (1-ethylpiperazine), C1(=CC=CC=C1)C(N1CCN(CC1)C(=O)[C@H](CC(C)C)NC(OC(C)(C)C)=O)C1=CC=CC=C1 (tert-butyl (s)-1-(4-diphenylmethylpiperazine-1-yl carbonyl)-3-methylbutylcarbamate). Isolated yield 65.0%. As a reaction SMILES: O.C(OC(N[C@H](C(O)=O)CC(C)C)=O)(C)(C)C.C(N1CCNCC1)C.[C:26]1([CH:32](C2C=CC=CC=2)[N:33]2[CH2:38][CH2:37][N:36]([C:39]([C@@H:41]([NH:46][C:47](=[O:53])[O:48][C:49]([CH3:52])([CH3:51])[CH3:50])[CH2:42][CH:43]([CH3:45])[CH3:44])=[O:40])[CH2:35][CH2:34]2)C=CC=CC=1>>[CH2:32]([N:33]1[CH2:34][CH2:35][N:36]([C:39]([C@@H:41]([NH:46][C:47](=[O:53])[O:48][C:49]([CH3:50])([CH3:51])[CH3:52])[CH2:42][CH:43]([CH3:44])[CH3:45])=[O:40])[CH2:37][CH2:38]1)[CH3:26] |f:0.1|.